This data is from the Open Reaction Database (ORD), a public repository of structured organic reaction records. The task is: describe an organic reaction: reactants, conditions, products, and yield Starting materials: ClCc1ccc(OCc2ccccc2)cc1, CCOC(=O)C(Oc1ccc(C(C)C)cc1)C(=O)OCC, [H-], [Na+]. RXN SMILES: [CH2:22]([c:23]1[cH:24][cH:25][cH:26][cH:27][cH:28]1)[O:29][c:30]1[cH:31][cH:32][c:33]([CH2:34][Cl:35])[cH:36][cH:37]1.[CH:1]([CH3:2])([CH3:3])[c:4]1[cH:5][cH:6][c:7]([O:8][CH:9]([C:10](=[O:11])[O:12][CH2:13][CH3:14])[C:15](=[O:16])[O:17][CH2:18][CH3:19])[cH:20][cH:21]1.[H-:38].[Na+:39]>>[CH:1]([CH3:2])([CH3:3])[c:4]1[cH:5][cH:6][c:7]([O:8][C:9]([C:10](=[O:11])[O:12][CH2:13][CH3:14])([C:15](=[O:16])[O:17][CH2:18][CH3:19])[CH2:34][c:33]2[cH:32][cH:31][c:30]([O:29][CH2:22][c:23]3[cH:24][cH:25][cH:26][cH:27][cH:28]3)[cH:37][cH:36]2)[cH:20][cH:21]1. Yields the product CCOC(=O)C(Cc1ccc(OCc2ccccc2)cc1)(Oc1ccc(C(C)C)cc1)C(=O)OCC. Starting materials: ClCC(=O)C1=C(C=C(C=C1)F)F (2-chloro-1(2,4-difluorophenyl)-1-ethanone), ClCI (chloroiodomethane), solution, [NH4+].[Cl-] (NH4Cl), [OH-].[Na+] (NaOH). Solvent: O1CCCC1 (tetrahydrofuran), C(C)OCC (diethylether). Product: ClCC1(OC1)C1=C(C=C(C=C1)F)F (2-(chloromethyl)-2-(2,4-difluorophenyl)oxirane). Isolated yield 34.2%. As a reaction SMILES: [Cl:1][CH2:2][C:3]([C:5]1[CH:10]=[CH:9][C:8]([F:11])=[CH:7][C:6]=1[F:12])=[O:4].Cl[CH2:14]I.[NH4+].[Cl-].[OH-].[Na+]>C(OCC)C.O1CCCC1>[Cl:1][CH2:2][C:3]1([C:5]2[CH:10]=[CH:9][C:8]([F:11])=[CH:7][C:6]=2[F:12])[CH2:14][O:4]1 |f:2.3,4.5|. Procedure details: To a stirred and cooled (−78° C.) mixture of 2-chloro-1(2,4-difluorophenyl)-1-ethanone (30 g), chloroiodomethane (56.4 g) and tetrahydrofuran 267 ml) was added dropwise a 6% solution of methyllithium-lithiumbromide complex in diethylether (215 ml). The reaction mixture was slowly warmed to room temperature and was then hydrolysed with NH4Cl. Aqueous NaOH was added and the mixture was stirred for 1 hour. The organic layer was separated, washed, dried, filtered and the solvent evaporated. The resi... Reactants: [OH-].[K+] (potassium hydroxide), OC1=CC=C(C=O)C=C1 (p-hydroxybenzaldehyde). Run in C(C)O (ethanol). The product is C(=O)C1=CC=C(C=C1)[O-].[K+] (potassium 4-formylphenolate). The yield is 100.1%. Reaction SMILES: [OH-].[K+:2].[OH:3][C:4]1[CH:11]=[CH:10][C:7]([CH:8]=[O:9])=[CH:6][CH:5]=1>C(O)C>[CH:8]([C:7]1[CH:10]=[CH:11][C:4]([O-:3])=[CH:5][CH:6]=1)=[O:9].[K+:2] |f:0.1,4.5|. Reported procedure: In 1.08 liter of ethanol was dissolved 81.3 g of potassium hydroxide (content 85%) under stirring. In the solution was dissolved 150 g of p-hydroxybenzaldehyde at room temperature, which was stirred further for one hour. The reaction mixture was concentrated under reduced pressure. To the concentrate was added 350 ml of ethanol, which was concentrated again. To the solid concentrate was added 200 ml of ethanol, to which was further added 2.1 liters of diisopropyl ether, then the mixture was stir... Starting materials: CN(C=O)C (N,N-dimethylformamide), OC=1C=CC2=C(SC(=C2)CN2C(C3=CC=CC=C3C2=O)=O)C1 (2-(6-hydroxy-benzo[b]thiophen-2-ylmethyl)-isoindole-1,3-dione), C([O-])([O-])=O.[K+].[K+] (potassium carbonate), C(C1=CC=CC=C1)Br (benzyl bromide). Run in O (water), C(C)(=O)OCC (ethyl acetate). Reaction conditions: temperature 100 celsius, time 30 minute. Product: C(C1=CC=CC=C1)OC=1C=CC2=C(SC(=C2)CN2C(C3=CC=CC=C3C2=O)=O)C1 (2-(6-Benzyloxy-benzo[b]thiophen-2-ylmethyl)-isoindole-1,3-dione). The yield is 92.2%. Reaction SMILES: CN(C)C=O.[OH:6][C:7]1[CH:8]=[CH:9][C:10]2[CH:14]=[C:13]([CH2:15][N:16]3[C:24](=[O:25])[C:23]4[C:18](=[CH:19][CH:20]=[CH:21][CH:22]=4)[C:17]3=[O:26])[S:12][C:11]=2[CH:27]=1.C(=O)([O-])[O-].[K+].[K+].[CH2:34](Br)[C:35]1[CH:40]=[CH:39][CH:38]=[CH:37][CH:36]=1>O.C(OCC)(=O)C>[CH2:34]([O:6][C:7]1[CH:8]=[CH:9][C:10]2[CH:14]=[C:13]([CH2:15][N:16]3[C:17](=[O:26])[C:18]4[C:23](=[CH:22][CH:21]=[CH:20][CH:19]=4)[C:24]3=[O:25])[S:12][C:11]=2[CH:27]=1)[C:35]1[CH:40]=[CH:39][CH:38]=[CH:37][CH:36]=1 |f:2.3.4|. Reported procedure: To an N,N-dimethylformamide (3 mL) solution of 2-(6-hydroxy-benzo[b]thiophen-2-ylmethyl)-isoindole-1,3-dione (121 mg, 0.391 mmol) were added potassium carbonate (162 mg, 1.17 mmol) and benzyl bromide (70 μL, 0.587 mmol). The mixture was stirred at 100° C. for 30 minutes. The reaction mixture was distributed between ethyl acetate and water. The organic layer was washed with water followed by drying over anhydrous magnesium sulfate and filtering. The filtrate was concentrated under a reduced press...